This data is from the Open Reaction Database (ORD), a public repository of structured organic reaction records. The task is: describe an organic reaction: reactants, conditions, products, and yield Reactants: COc1cc2c(Nc3ccc(Cl)cc3F)ncnc2cc1OCCCOCc1ccccc1, CO, ClC(Cl)Cl, Cl, CN(C)C=O. Product: COc1cc2c(Nc3ccc(Cl)cc3F)ncnc2cc1OCCCO. Reaction SMILES: [CH2:2]([c:3]1[cH:4][cH:5][cH:6][cH:7][cH:8]1)[O:9][CH2:10][CH2:11][CH2:12][O:13][c:14]1[c:15]([O:33][CH3:34])[cH:16][c:17]2[c:18]([NH:24][c:25]3[c:26]([F:32])[cH:27][c:28]([Cl:31])[cH:29][cH:30]3)[n:19][cH:20][n:21][c:22]2[cH:23]1.[CH3:40][OH:41].[Cl:42][CH:43]([Cl:44])[Cl:45].[ClH:1].[O:35]=[CH:36][N:37]([CH3:38])[CH3:39]>>[OH:9][CH2:10][CH2:11][CH2:12][O:13][c:14]1[c:15]([O:33][CH3:34])[cH:16][c:17]2[c:18]([NH:24][c:25]3[c:26]([F:32])[cH:27][c:28]([Cl:31])[cH:29][cH:30]3)[n:19][cH:20][n:21][c:22]2[cH:23]1. The reactants are C(C)N(CCOC1=C(C=CC=C1)CO)CC ([2-(2-diethylamino-ethoxy)-phenyl]methanol), S(=O)(Cl)Cl (thionyl chloride), [N-]=[N+]=[N-].[Na+] (sodium azide). The product is N(=[N+]=[N-])CC1=C(OCCN(CC)CC)C=CC=C1 (N-{2-[2-(azidomethyl)phenoxy]ethyl}-N,N-diethylamine). As a reaction SMILES: [CH2:1]([N:3]([CH2:15][CH3:16])[CH2:4][CH2:5][O:6][C:7]1[CH:12]=[CH:11][CH:10]=[CH:9][C:8]=1[CH2:13]O)[CH3:2].S(Cl)(Cl)=O.[N-:21]=[N+:22]=[N-:23].[Na+]>>[N:21]([CH2:13][C:8]1[CH:9]=[CH:10][CH:11]=[CH:12][C:7]=1[O:6][CH2:5][CH2:4][N:3]([CH2:15][CH3:16])[CH2:1][CH3:2])=[N+:22]=[N-:23] |f:2.3|. Procedure: [2-(2-diethylamino-ethoxy)-phenyl]methanol (Cossey, H. D. et al.; J. Chem. Soc. 1965; 954-973), thionyl chloride and sodium azide were processed according to the method of Example 115A to provide the product. MS (ESI+) m/z 249 (M+H)+. Reactants: N(=O)[O-].[Na+] (sodium nitrite), NC=1C=CC(=NC1)CCC (5-Amino-2-n-propylpyridine), C(O)([O-])=O.[Na+] (sodium hydrogen carbonate). The solvent is O (water), Cl (hydrochloric acid). Reaction conditions: temperature 0 celsius, time 0.5 hour. Product: OC=1C=CC(=NC1)CCC (5-Hydroxy-2-n-propylpyridine). As a reaction SMILES: N[C:2]1[CH:3]=[CH:4][C:5]([CH2:8][CH2:9][CH3:10])=[N:6][CH:7]=1.N([O-])=[O:12].[Na+].C(=O)([O-])O.[Na+]>Cl.O>[OH:12][C:2]1[CH:3]=[CH:4][C:5]([CH2:8][CH2:9][CH3:10])=[N:6][CH:7]=1 |f:1.2,3.4|. Reported procedure: 5-Amino-2-n-propylpyridine (70.3 g, 516 mmol) was dissolved in 1300 ml of 1M hydrochloric acid and sodium nitrite (35.6 g, 516 mmol) dissolved in 300 ml of water was added dropwise at 0° C. The reaction mixture was stirred at 0° C. for 1/2 hour, heated to 70° C. for 2 hours, and then stirred at room temperature the overnight. The reaction mixture was neutralised to pH=8 by adding solid sodium hydrogen carbonate, and the product was extracted into ethyl acetate. The combined organic layers were w... The reactants are Br, COc1ccc(S(=O)(=O)Cl)cc1, CC(=O)c1cccc(N)c1O, c1ccncc1. The product is COc1ccc(S(=O)(=O)Nc2cccc(C(C)=O)c2O)cc1. Reaction SMILES: [BrH:1].[CH3:13][O:14][c:15]1[cH:16][cH:17][c:18]([S:21](=[O:22])(=[O:23])[Cl:24])[cH:19][cH:20]1.[NH2:2][c:3]1[c:4]([OH:12])[c:5]([C:9]([CH3:10])=[O:11])[cH:6][cH:7][cH:8]1.[cH:25]1[cH:26][cH:27][n:28][cH:29][cH:30]1>>[NH:2]([c:3]1[c:4]([OH:12])[c:5]([C:9]([CH3:10])=[O:11])[cH:6][cH:7][cH:8]1)[S:21]([c:18]1[cH:17][cH:16][c:15]([O:14][CH3:13])[cH:20][cH:19]1)(=[O:22])=[O:23]. Reactants: OC1=C(C=C(C=C1)C(C(C)(C)Br)=O)OC (4'-hydroxy-3'-methoxy-2-bromoisobutyrophenone), [N+](=O)(O)[O-].ClCCl (HNO3 dichloromethane), O (water). Run in ClCCl (dichloromethane). The product is OC1=C(C=C(C=C1[N+](=O)[O-])C(C(C)(C)Br)=O)OC (4'-Hydroxy-3'-methoxy-5'-nitro-2-bromoisobutyrophenone). Reaction SMILES: [OH:1][C:2]1[CH:7]=[CH:6][C:5]([C:8](=[O:13])[C:9]([Br:12])([CH3:11])[CH3:10])=[CH:4][C:3]=1[O:14][CH3:15].[N+:16]([O-])([OH:18])=[O:17].ClCCl.O>ClCCl>[OH:1][C:2]1[C:7]([N+:16]([O-:18])=[O:17])=[CH:6][C:5]([C:8](=[O:13])[C:9]([Br:12])([CH3:11])[CH3:10])=[CH:4][C:3]=1[O:14][CH3:15] |f:1.2|. Procedure details: To a solution of 4'-hydroxy-3'-methoxy-2-bromoisobutyrophenone (10.0 g) in dichloromethane (80 ml) was gradually added 2M HNO3 -dichloromethane (19 ml). The mixture was stirred for 2 hours at 10° C. after which water (100 ml) was added. The organic phase was separated, dried over Na2SO4 and evaporated to dryness. Ether (20 ml) was added. The resulting crystals were filtered and washed with ether. Yield 3.3 g. The reactants are C(C=1C(O)=CC=CC1)=O (salicylaldehyde), N(N)C1=NC(=NS1)C(Cl)(Cl)Cl (5-hydrazino-3-trichloromethyl-1,2,4-thiadiazole), Cl (hydrochloric acid), C(C)O (ethanol). Run in O (Water). Product: ClC(C1=NSC(=N1)NN=CC=1C(O)=CC=CC1)(Cl)Cl (1-(3-Trichloromethyl-1,2,4-thiadiazol-5-yl)-2-Salicylidenehydrazine). The yield is 83.0%. RXN SMILES: [CH:1](=O)[C:2]1[C:3](=[CH:5][CH:6]=[CH:7][CH:8]=1)[OH:4].[NH:10]([C:12]1[S:16][N:15]=[C:14]([C:17]([Cl:20])([Cl:19])[Cl:18])[N:13]=1)[NH2:11].Cl.C(O)C>O>[Cl:20][C:17]([Cl:18])([Cl:19])[C:14]1[N:13]=[C:12]([NH:10][N:11]=[CH:1][C:2]2[C:3](=[CH:5][CH:6]=[CH:7][CH:8]=2)[OH:4])[S:16][N:15]=1. Reported procedure: A mixture of 1.3 g (0.01 mole) salicylaldehyde, 2.4 g (0.01 mole) 5-hydrazino-3-trichloromethyl-1,2,4-thiadiazole, 1 ml hydrochloric acid (conc.), and 100 ml ethanol was heated 5 hours on a steam bath. Water was added and the solution cooled in a freezer several days. The resulting solid was removed by filtration to give 2.8 g (83% yield) (mp. 204°-205° C.). Starting materials: FC(C(=O)[O-])(F)F.ClC1=C(C=C2N1C(=CNC2=O)CC=2C=CC(=C(C(=O)N1CCN(CCC1)CC[NH3+])C2)F)Cl (2-(4-{5-[(6,7-Dichloro-1-oxo-1,2-dihydropyrrolo[1,2-a]pyrazin-4-yl)methyl]-2-fluorobenzoyl}-1,4-diazepan-1-yl)ethanaminium trifluoroacetate), CC(=O)OC(=O)C (Ac2O). The solvent is N1=CC=CC=C1 (pyridine). Run at time 8 hour. Product: FC(C(=O)[O-])(F)F.C(C)(=O)NCC[NH+]1CCN(CCC1)C(C1=C(C=CC(=C1)CC1=CNC(C=2N1C(=C(C2)Cl)Cl)=O)F)=O (1-[2-(Acetylamino)ethyl]-4-{5-[(6,7-dichloro-1-oxo-1,2-dihydropyrrolo[1,2-a]pyrazin-4-yl)methyl]-2-fluorobenzoyl}-1,4-diazepan-1-ium trifluoroacetate). RXN SMILES: [F:1][C:2]([F:7])([F:6])[C:3]([O-:5])=[O:4].[Cl:8][C:9]1[N:13]2[C:14]([CH2:19][C:20]3[CH:21]=[CH:22][C:23]([F:38])=[C:24]([CH:37]=3)[C:25]([N:27]3[CH2:33][CH2:32][CH2:31][N:30]([CH2:34][CH2:35][NH3+:36])[CH2:29][CH2:28]3)=[O:26])=[CH:15][NH:16][C:17](=[O:18])[C:12]2=[CH:11][C:10]=1[Cl:39].[CH3:40][C:41](OC(C)=O)=[O:42]>N1C=CC=CC=1>[F:1][C:2]([F:7])([F:6])[C:3]([O-:5])=[O:4].[C:41]([NH:36][CH2:35][CH2:34][NH+:30]1[CH2:31][CH2:32][CH2:33][N:27]([C:25](=[O:26])[C:24]2[CH:37]=[C:20]([CH2:19][C:14]3[N:13]4[C:9]([Cl:8])=[C:10]([Cl:39])[CH:11]=[C:12]4[C:17](=[O:18])[NH:16][CH:15]=3)[CH:21]=[CH:22][C:23]=2[F:38])[CH2:28][CH2:29]1)(=[O:42])[CH3:40] |f:0.1,4.5|. Procedure details: To a solution of Example 20, T1 in pyridine (0.15 M) was added Ac2O (1 eq) and the resulting mixture stirred overnight at RT. The solvent was evaporated under reduced pressure and the residue was purified at the prep RP-HPLC using H2O (+0.1% TFA) and MeCN (+0.1% TFA) as eluents (C18 column), the desired fractions were lyophilized to afford the titled compound as yellow powder. 1H NMR (300 MHz, DMSO-d6) δ: 10.97 (1H, d, J=5.6 Hz), 9.51 (1H, br. S), 8.22-8.16 (1H, m), 7.37-7.26 (3H, m), 7.20 (1H, ...